From a dataset of the Open Reaction Database (ORD), a public repository of structured organic reaction records. describe an organic reaction: reactants, conditions, products, and yield The reactants are C(C1=CC=CC=C1)(=O)OCC(=O)C1=C(C=CC=C1)[N+](=O)[O-] (2-(2-nitrophenyl)-2-oxoethyl benzoate), [Cl-].[NH4+] (ammonium chloride). Reagents/catalysts: [Fe] (Iron). Solvent: O (water). Conditions: time 20 minute. Product: C(C1=CC=CC=C1)(=O)OCC(=O)C1=C(C=CC=C1)N (2-(2-aminophenyl)-2-oxoethyl benzoate). Reaction SMILES: [C:1]([O:9][CH2:10][C:11]([C:13]1[CH:18]=[CH:17][CH:16]=[CH:15][C:14]=1[N+:19]([O-])=O)=[O:12])(=[O:8])[C:2]1[CH:7]=[CH:6][CH:5]=[CH:4][CH:3]=1.[Cl-].[NH4+]>O.[Fe]>[C:1]([O:9][CH2:10][C:11]([C:13]1[CH:18]=[CH:17][CH:16]=[CH:15][C:14]=1[NH2:19])=[O:12])(=[O:8])[C:2]1[CH:3]=[CH:4][CH:5]=[CH:6][CH:7]=1 |f:1.2|. Reported procedure: A mixture of 2-(2-nitrophenyl)-2-oxoethyl benzoate (50 g) and ammonium chloride (1 0.75 g) in water (800 ml) was stirred at 90° for 20 minutes. Iron powder (80 g) was added gradually over a period of 20 minutes. The mixture was stirred at 95° for a further 3 hours and filtered hot through diatomaceous earth (sold under the trade name CELITE). The filter bed was washed with hot (80° ) water (100 ml) and then separately with hot (60° ) ethyl acetate (5×300 ml). The aqueous filtrate and aqueous was...